This data is from the Open Reaction Database (ORD), a public repository of structured organic reaction records. The task is: describe an organic reaction: reactants, conditions, products, and yield The reactants are CN(C)C=O (DMF), C(Cl)Cl (CH2Cl2), C1(CCCCC1)=O (cyclohexanone), O (Water), O=P(Cl)(Cl)Cl (POCl3), ice, C(Cl)Cl (CH2Cl2). The product is ClC1=C(CCCC1=CO)C=O (2-Chloro-1-formyl-3-(hydroxymethylene)cyclohex-1-ene). RXN SMILES: O=P(Cl)(Cl)Cl.CN([CH:9]=[O:10])C.[C:11]1(=[O:17])[CH2:16][CH2:15][CH2:14][CH2:13][CH2:12]1.O.[CH2:19]([Cl:21])Cl>>[Cl:21][C:19]1[C:12](=[CH:11][OH:17])[CH2:13][CH2:14][CH2:15][C:16]=1[CH:9]=[O:10]. Procedure: S1 was synthesized as reported procedure. Zhang, Z.; Achilefu, S. Org. Lett., 2004, 6, 2067-2070. A solution of POCl3 (37 mL, 397 mmol) in CH2Cl2 (35 mL) was slowly added to an ice-cooled solution of DMF (40 mL, 516 mmol) in CH2Cl2 (40 mL). After the addition was finished, cyclohexanone (10 g, 100 mmol) was added dropwisely. The resulted reaction mixture was refluxed for 2 h. The mixture was then cooled in ice. Water (200 mL) was added slowly while the mixture was stirred. The mixture was stirre...